This data is from the Open Reaction Database (ORD), a public repository of structured organic reaction records. The task is: describe an organic reaction: reactants, conditions, products, and yield Starting materials: [Si](C)(C)(C(C)(C)C)O[C@H]1C[C@@H](CC2=CC=C3[C@@H]4CC=C([C@H](C)SC(=O)OC5=CC=CC=C5)[C@]4(CC[C@@H]3[C@@]12C)C)O (1α-(tert-butyldimethylsilyloxy)-3β-hydroxy-20(S)-phenoxycarbonylthiopregna-5,7,16-triene), BrCC#CC(CC)(O)CC (6-bromo-3-ethyl-4-hexyn-3-ol), O1CCCC1 (tetrahydrofuran), [OH-].[K+] (KOH). The solvent is CO (methanol). Yields the product [Si](C)(C)(C(C)(C)C)O[C@H]1C[C@@H](CC2=CC=C3[C@@H]4CC=C([C@H](C)SCC#CC(CC)(O)CC)[C@]4(CC[C@@H]3[C@@]12C)C)O (1α-(tert-Butyldimethylsilyloxy)-3β-hydroxy-20(S)-(4-ethyl-4-hydroxy-2-hexynylthio)pregna-5,7,16-triene). Yield: 62.5%. Reaction SMILES: [Si:1]([O:8][C@@H:9]1[C@@:37]2([CH3:38])[C:13](=[CH:14][CH:15]=[C:16]3[C@@H:36]2[CH2:35][CH2:34][C@@:33]2([CH3:39])[C@H:17]3[CH2:18][CH:19]=[C:20]2[C@@H:21]([S:23]C(OC2C=CC=CC=2)=O)[CH3:22])[CH2:12][C@@H:11]([OH:40])[CH2:10]1)([C:4]([CH3:7])([CH3:6])[CH3:5])([CH3:3])[CH3:2].Br[CH2:42][C:43]#[C:44][C:45]([CH2:49][CH3:50])([OH:48])[CH2:46][CH3:47].O1CCCC1.[OH-].[K+]>CO>[Si:1]([O:8][C@@H:9]1[C@@:37]2([CH3:38])[C:13](=[CH:14][CH:15]=[C:16]3[C@@H:36]2[CH2:35][CH2:34][C@@:33]2([CH3:39])[C@H:17]3[CH2:18][CH:19]=[C:20]2[C@@H:21]([S:23][CH2:42][C:43]#[C:44][C:45]([CH2:49][CH3:50])([OH:48])[CH2:46][CH3:47])[CH3:22])[CH2:12][C@@H:11]([OH:40])[CH2:10]1)([C:4]([CH3:7])([CH3:5])[CH3:6])([CH3:3])[CH3:2] |f:3.4|. Procedure: Under the same conditions as in Example 3, 1α-(tert-butyldimethylsilyloxy)-3β-hydroxy-20(S)-phenoxycarbonylthiopregna-5,7,16-triene (60.8 mg, 0.105 mmol), 6-bromo-3-ethyl-4-hexyn-3-ol (108 mg, 0.525 mmol), tetrahydrofuran (1 ml) and 1M KOH solution in methanol (1 ml) were reacted and worked up, and then the residue was purified by preparative thin layer chromatography (0.5 mm×2, dichloromethane ethyl acetate=5:1, developed twice) to give the title compound as a colorless oil (38.4 mg, 63%). Reactants: S(=O)(=O)(O)C1=CC=C(C)C=C1.ONC(=N)NN (N-hydroxy-N′-aminoguanidine tosylate), [B] (boron). The solvent is C(OCC)(OCC)OCC (triethyl orthoformate). Yields the product S(=O)(=O)(O)C1=CC=C(C)C=C1.ON=C1N=NC=N1 (3-Hydroxyimino-1,2,4-triazole tosylate). Reaction SMILES: [S:1]([C:5]1[CH:11]=[CH:10][C:8]([CH3:9])=[CH:7][CH:6]=1)([OH:4])(=[O:3])=[O:2].[OH:12][NH:13][C:14]([NH:16][NH2:17])=[NH:15].[B]>C(OCC)(OCC)OCC>[S:1]([C:5]1[CH:11]=[CH:10][C:8]([CH3:9])=[CH:7][CH:6]=1)([OH:4])(=[O:3])=[O:2].[OH:12][N:13]=[C:14]1[N:15]=[CH:5][N:17]=[N:16]1 |f:0.1,4.5|. Reported procedure: A solution of N-hydroxy-N′-aminoguanidine tosylate (0.66 g; 2.5 mMol) in triethyl orthoformate (1.5 mL) in the presence of boron trifuloride etherate (10 mg) was stirred at room temperature during 8 h. The residue was filtered off and the product crystallised from the ethanol. Reactants: C12CN(CC(CC1)O2)C2=NC(=NC(=C2)NC(C)C)O (4-(8-Oxa-3-azabicyclo[3.2.1]octan-3-yl)-6-(isopropylamino)pyrimidin-2-ol), O=P(Cl)(Cl)Cl (POCl3). Reaction conditions: temperature 100 celsius, time 16 hour. Yields the product C12CN(CC(CC1)O2)C2=CC(=NC(=N2)Cl)NC(C)C (6-(8-Oxa-3-azabicyclo[3.2.1]octan-3-yl)-2-chloro-N-isopropylpyrimidin-4-amine). The yield is 69.0%. Reaction SMILES: [CH:1]12[O:8][CH:5]([CH2:6][CH2:7]1)[CH2:4][N:3]([C:9]1[CH:14]=[C:13]([NH:15][CH:16]([CH3:18])[CH3:17])[N:12]=[C:11](O)[N:10]=1)[CH2:2]2.O=P(Cl)(Cl)[Cl:22]>>[CH:1]12[O:8][CH:5]([CH2:6][CH2:7]1)[CH2:4][N:3]([C:9]1[N:10]=[C:11]([Cl:22])[N:12]=[C:13]([NH:15][CH:16]([CH3:18])[CH3:17])[CH:14]=1)[CH2:2]2. Reported procedure: In a 250 mL round-bottomed flask was placed 4-(8-oxa-3-azabicyclo[3.2.1]octan-3-yl)-6-(isopropylamino)pyrimidin-2-ol (29, 124 mg, 0.469 mmol) in POCl3 (20 ml) to give a yellow solution. The mixture was stirred at 100° C. for 16 h. The mixture was cooled to room temperature, concentrated, diluted with dichloromethane and washed with saturated NaHCO3 followed by 0.2 N NaOH. The organic phase was dried over MgSO4, filtered and concentrated to give the title compound (91 mg, 69%). Aryl chloride 30 c... RXN SMILES: [ClH:1].[C:2]1([NH:8]N)[CH:7]=[CH:6][CH:5]=[CH:4][CH:3]=1.[C:10]([CH2:18][CH2:19][CH2:20][CH2:21][CH2:22][CH2:23][C:24]([OH:26])=[O:25])(=O)[C:11]1[CH:16]=[CH:15][CH:14]=[N:13][CH:12]=1.Cl.[CH2:28](O)[CH3:29]>>[ClH:1].[N:13]1[CH:14]=[CH:15][CH:16]=[C:11]([C:10]2[NH:8][C:2]3[C:7]([C:18]=2[CH2:19][CH2:20][CH2:21][CH2:22][CH2:23][C:24]([O:26][CH2:28][CH3:29])=[O:25])=[CH:6][CH:5]=[CH:4][CH:3]=3)[CH:12]=1 |f:0.1,5.6|. The reactants are Cl.C1(=CC=CC=C1)NN (phenylhydrazine hydrochloride), C(C1=CN=CC=C1)(=O)CCCCCCC(=O)O (7-nicotinoylheptanoic acid), C(C)O (ethanol), Cl (hydrogen chloride). Reported procedure: A mixture of 10.32 g of phenylhydrazine hydrochloride and 16.8 g of 7-nicotinoylheptanoic acid in 750 ml of ethanol is heated at refux temperature for 6 hours. After cooling with an ice-water bath, 250 ml of ca 2N ethanolic hydrogen chloride is added and the mixture heated at reflux for 16 hours. The mixture is filtered and the filtrate is concentrated under reduced pressure. The crude product is triturated with petroleum ether and recrystallized from ethanol-ether to yield 2-(3-pyridyl)-3-[5-(e... Yields the product Cl.N1=CC(=CC=C1)C=1NC2=CC=CC=C2C1CCCCCC(=O)OCC (2-(3-pyridyl)-3-[5-(ethoxycarbonyl)-pentyl]-indole hydrochloride). Starting materials: BrC1=CC=C(CC=2N(C=C(N2)C2=C(C=C(C=C2)Cl)Cl)C=2C=C(C=CC2)N2CC(NS2(=O)=O)=O)C=C1 (5-{3-[2-(4-Bromo-benzyl)-4-(2,4-dichloro-phenyl)-imidazol-1-yl]-phenyl}-1,2,5-thiadiazolidine-3-one-1,1-dioxide), C1(CCCCC1)C1=CC=C(C=C1)B(O)O (4-cyclohexylphenylboronic acid). Product: C1(CCCCC1)C1=CC=C(C=C1)C1=CC=C(C=C1)CC=1N(C=C(N1)C1=C(C=C(C=C1)Cl)Cl)C=1C=C(C=CC1)N1CC(NS1(=O)=O)=O (5-{3-[2-(4′-cyclohexyl-biphenyl-4-ylmethyl)-4-(2,4-dichloro-phenyl)-imidazol-1-yl]-phenyl}-1,2,5-thiadiazolidine-3-one-1,1-dioxide). RXN SMILES: Br[C:2]1[CH:35]=[CH:34][C:5]([CH2:6][C:7]2[N:8]([C:20]3[CH:21]=[C:22]([N:26]4[S:30](=[O:32])(=[O:31])[NH:29][C:28](=[O:33])[CH2:27]4)[CH:23]=[CH:24][CH:25]=3)[CH:9]=[C:10]([C:12]3[CH:17]=[CH:16][C:15]([Cl:18])=[CH:14][C:13]=3[Cl:19])[N:11]=2)=[CH:4][CH:3]=1.[CH:36]1([C:42]2[CH:47]=[CH:46][C:45](B(O)O)=[CH:44][CH:43]=2)[CH2:41][CH2:40][CH2:39][CH2:38][CH2:37]1>>[CH:42]1([C:36]2[CH:37]=[CH:38][C:39]([C:2]3[CH:3]=[CH:4][C:5]([CH2:6][C:7]4[N:8]([C:20]5[CH:21]=[C:22]([N:26]6[S:30](=[O:32])(=[O:31])[NH:29][C:28](=[O:33])[CH2:27]6)[CH:23]=[CH:24][CH:25]=5)[CH:9]=[C:10]([C:12]5[CH:17]=[CH:16][C:15]([Cl:18])=[CH:14][C:13]=5[Cl:19])[N:11]=4)=[CH:34][CH:35]=3)=[CH:40][CH:41]=2)[CH2:43][CH2:44][CH2:45][CH2:46][CH2:47]1. Reported procedure: 5-{3-[2-(4-Bromo-benzyl)-4-(2,4-dichloro-phenyl)-imidazol-1-yl]-phenyl}-1,2,5-thiadiazolidine-3-one-1,1-dioxide (592 mg, 1 mmol) was treated as described in general procedure G using 4-cyclohexylphenylboronic acid (408 mg, 2 mmol) to give 5-{3-[2-(4′-cyclohexyl-biphenyl-4-ylmethyl)-4-(2,4-dichloro-phenyl)-imidazol-1-yl]-phenyl}-1,2,5-thiadiazolidine-3-one-1,1-dioxide. The reactants are O=C(O)CBr, [H-], [Na+], C1CCOC1, O, OC1CCCCC1. Product: O=C(O)COC1CCCCC1. As a reaction SMILES: [Br:10][CH2:11][C:12](=[O:13])[OH:14].[H-:1].[Na+:2].[O:16]1[CH2:17][CH2:18][CH2:19][CH2:20]1.[OH2:15].[OH:3][CH:4]1[CH2:5][CH2:6][CH2:7][CH2:8][CH2:9]1>>[O:3]([CH:4]1[CH2:5][CH2:6][CH2:7][CH2:8][CH2:9]1)[CH2:11][C:12](=[O:13])[OH:14]. Starting materials: CC(=O)OC(C)=O, [H-], [H][H], [Na+], C1CCOC1, O, N#CCC(O)c1cccc(-c2ccccc2)c1. The product is N#CC=Cc1cccc(-c2ccccc2)c1. As a reaction SMILES: [CH3:22][C:23]([O:24][C:25](=[O:26])[CH3:27])=[O:28].[H-:1].[H:20][H:21].[Na+:2].[O:29]1[CH2:30][CH2:31][CH2:32][CH2:33]1.[OH2:34].[OH:3][CH:4]([CH2:5][C:6]#[N:7])[c:8]1[cH:9][c:10](-[c:14]2[cH:15][cH:16][cH:17][cH:18][cH:19]2)[cH:11][cH:12][cH:13]1>>[CH:4](=[CH:5][C:6]#[N:7])[c:8]1[cH:9][c:10](-[c:14]2[cH:15][cH:16][cH:17][cH:18][cH:19]2)[cH:11][cH:12][cH:13]1.